From a dataset of the Open Reaction Database (ORD), a public repository of structured organic reaction records. describe an organic reaction: reactants, conditions, products, and yield RXN SMILES: Br[C:2]1[CH:3]=[C:4]([CH2:9][NH:10][CH:11]2[CH2:13][CH2:12]2)[CH:5]=[C:6]([Cl:8])[CH:7]=1.CC1(C)C(C)(C)OB(/[CH:22]=[CH:23]/[CH2:24][O:25][CH3:26])O1.C(=O)([O-])[O-].[Na+].[Na+].[NH4+].[Cl-]>C(O)CC.CN(C=O)C>[Cl:8][C:6]1[CH:5]=[C:4]([CH2:9][NH:10][CH:11]2[CH2:13][CH2:12]2)[CH:3]=[C:2](/[CH:22]=[CH:23]/[CH2:24][O:25][CH3:26])[CH:7]=1 |f:2.3.4,5.6|. Run at temperature 100 celsius. The product is ClC=1C=C(C=C(C1)\C=C\COC)CNC1CC1 (N-({3-Chloro-5-[(1E)-3-(methyloxy)-1-propen-1-yl]phenyl}methyl)cyclopropanamine). The reactants are C([O-])([O-])=O.[Na+].[Na+] (sodium carbonate), [NH4+].[Cl-] (NH4Cl), BrC=1C=C(C=C(C1)Cl)CNC1CC1 (N-[(3-bromo-5-chlorophenyl)methyl]cyclopropanamine), CC1(OB(OC1(C)C)\C=C\COC)C (4,4,5,5-tetramethyl-2-[(1E)-3-(methyloxy)-1-propen-1-yl]-1,3,2-dioxaborolane), trans-dibromobis(triphenylphosphine) palladium(II). Run in C(CC)O (n-propanol), CN(C)C=O (DMF). Procedure: To a 4:1 (v/v) DMF:n-propanol solution (0.15 M) of N-[(3-bromo-5-chlorophenyl)methyl]cyclopropanamine (1 eq.) from the previous step and 4,4,5,5-tetramethyl-2-[(1E)-3-(methyloxy)-1-propen-1-yl]-1,3,2-dioxaborolane (2 eq.) was added trans-dibromobis(triphenylphosphine) palladium(II) (0.05 eq.) followed by sodium carbonate (2 M aqueous solution, 3 eq.). The reaction vessel was evacuated and purged with nitrogen five times and then heated at 100° C. for 2 h. The cooled reaction mixture was poured i... Starting materials: CS(C)=O, Clc1nc2ccccc2s1, N#C[K]. Yields the product N#Cc1nc2ccccc2s1. RXN SMILES: [CH3:14][S:15]([CH3:16])=[O:17].[Cl:4][c:5]1[s:6][c:7]2[c:8]([n:9]1)[cH:10][cH:11][cH:12][cH:13]2.[K:1][C:2]#[N:3]>>[C:2](#[N:3])[c:5]1[s:6][c:7]2[c:8]([n:9]1)[cH:10][cH:11][cH:12][cH:13]2. The reactants are C[Li] (methyllithium), FC1=CC=C(C=C1)C(=NN1N=CN=C1)C1=CC=C(C=C1)F (N-[bis(4-fluorophenyl)methylene]-1H-1,2,4-triazol-1-amine). Run in O1CCCC1 (tetrahydrofuran), O1CCCC1 (tetrahydrofuran). Reaction conditions: time 10 minute. The product is FC1=CC=C(C=C1)C(C)(C1=CC=C(C=C1)F)NN1N=CN=C1 (N-[(1,1-bis(4-Fluorophenyl)ethyl)]-1H-1,2,4-triazol-1-amine). Reaction SMILES: [CH3:1][Li].[F:3][C:4]1[CH:9]=[CH:8][C:7]([C:10]([C:17]2[CH:22]=[CH:21][C:20]([F:23])=[CH:19][CH:18]=2)=[N:11][N:12]2[CH:16]=[N:15][CH:14]=[N:13]2)=[CH:6][CH:5]=1>O1CCCC1>[F:23][C:20]1[CH:21]=[CH:22][C:17]([C:10]([NH:11][N:12]2[CH:16]=[N:15][CH:14]=[N:13]2)([C:7]2[CH:8]=[CH:9][C:4]([F:3])=[CH:5][CH:6]=2)[CH3:1])=[CH:18][CH:19]=1. Reported procedure: A solution of 10 mL (1.5M, 150 mmol) of methyllithium in 30 mL of tetrahydrofuran was cooled to -78° C. A solution of 2.0 g (7.0 mmol) of N-[bis(4-fluorophenyl)methylene]-1H-1,2,4-triazol-1-amine in 10 mL tetrahydrofuran was added dropwise. The solution was stirred 10 min. quenched with saturated ammonium chloride and warmed to room temperature. Dilution with ethyl acetate, washing with water and brine, drying (MgSO4) and removal of solvent gave product as a viscous oil. Chromatography on silica... Starting materials: C(#N)C=1C=CC(=C(NC(C(=O)OCC)=O)C1)O (ethyl 5-cyano-2-hydroxyoxanilate), C(C)(=O)[O-].[Na+] (sodium acetate), 2, Cl (hydrochloric acid), BrBr (bromine). The solvent is C(C)(=O)O (acetic acid), CO (methanol), CS(=O)C (dimethyl sulfoxide), O (water), C(C)(=O)O (acetic acid). Reaction conditions: time 30 minute. The product is BrC=1C(=C(NC(C(=O)OCC)=O)C=C(C1)C#N)O (ethyl 3-bromo-5-cyano-2-hydroxyoxanilate). The yield is 74.8%. Reaction SMILES: [Br:1]Br.[C:3]([C:5]1[CH:6]=[CH:7][C:8]([OH:19])=[C:9]([CH:18]=1)[NH:10][C:11](=[O:17])[C:12]([O:14][CH2:15][CH3:16])=[O:13])#[N:4].C([O-])(=O)C.[Na+].Cl>O.C(O)(=O)C.CO.CS(C)=O>[Br:1][C:7]1[C:8]([OH:19])=[C:9]([CH:18]=[C:5]([C:3]#[N:4])[CH:6]=1)[NH:10][C:11](=[O:17])[C:12]([O:14][CH2:15][CH3:16])=[O:13] |f:2.3|. Procedure: A mixture of 1.1 g of bromine and 5 ml of acetic acid was added dropwise to a solution of 1.5 g of ethyl 5-cyano-2-hydroxyoxanilate and 1 g of sodium acetate in a mixed solution of 10 ml of dimethyl sulfoxide, 10 ml of methanol and 20 ml of acetic acid. After stirring the mixture for 30 minutes at room temperature, 6 ml of 2 normal hydrochloric acid and 200 ml of water were added to the reaction mixture and the product was extracted with a mixture of 30 ml of toluene and 40 ml of ethyl acetate. ... The reactants are NC1=NC2=NC(=CC=C2C=C1)Cl (2-amino-7-chloro-1,8-naphthyridine), FC=1C=C(C=CC1)O (3-fluorophenol), [OH-].[K+] (potassium hydroxide). Solvent: C(C)#N (acetonitrile). Run at temperature 4 celsius. Product: NC1=NC2=NC(=CC=C2C=C1)OC1=CC(=CC=C1)F (2-Amino-7-(3-fluorophenoxy)-1,8-naphthyridine). The yield is 64.5%. RXN SMILES: [NH2:1][C:2]1[CH:11]=[CH:10][C:9]2[C:4](=[N:5][C:6](Cl)=[CH:7][CH:8]=2)[N:3]=1.[F:13][C:14]1[CH:15]=[C:16]([OH:20])[CH:17]=[CH:18][CH:19]=1.[OH-].[K+]>C(#N)C>[NH2:1][C:2]1[CH:11]=[CH:10][C:9]2[C:4](=[N:5][C:6]([O:20][C:16]3[CH:17]=[CH:18][CH:19]=[C:14]([F:13])[CH:15]=3)=[CH:7][CH:8]=2)[N:3]=1 |f:2.3|. Reported procedure: The procedure is similar to that described in Example 37, but starting with 2-amino-7-chloro-1,8-naphthyridine (18 g), 3-fluorophenol (44.8 g) and potassium hydroxide pellets (13.2 g; 85% purity). After treatment with caustic soda and washing, the product produced (23.5 g; m.p. 161° C.) is dissolved in boiling acetonitrile (120 cc). After 2 hours' cooling at 4° C., the crystallised solid is separated by filtration, washed with acetonitrile (2×10 cc) and dried at 40° C. under reduced pressure (0.... Starting materials: diazonium, S(=O)=O (sulphur dioxide), Cl (hydrochloric acid), NC=1C(=C(C=C(C(=O)O)C1)SCC)OC1=CC=CC=C1 (5-amino-3-ethylthio-4-phenoxybenzoic acid), N(=O)[O-].[Na+] (sodium nitrite). Reagents/catalysts: [Cu](Cl)Cl (copper chloride). Run in C(C)(=O)O (acetic acid), C(C)(=O)O (acetic acid), [OH-].[Na+] (sodium hydroxide). The product is ClS(=O)(=O)C=1C(=C(C=C(C(=O)O)C1)SCC)OC1=CC=CC=C1 (5-Chlorosulfonyl-3-ethylthio-4-phenoxybenzoic acid). RXN SMILES: N[C:2]1[C:3]([O:14][C:15]2[CH:20]=[CH:19][CH:18]=[CH:17][CH:16]=2)=[C:4]([S:11][CH2:12][CH3:13])[CH:5]=[C:6]([CH:10]=1)[C:7]([OH:9])=[O:8].N([O-])=O.[Na+].[ClH:25].[S:26](=[O:28])=[O:27]>[OH-].[Na+].[Cu](Cl)Cl.C(O)(=O)C>[Cl:25][S:26]([C:2]1[C:3]([O:14][C:15]2[CH:20]=[CH:19][CH:18]=[CH:17][CH:16]=2)=[C:4]([S:11][CH2:12][CH3:13])[CH:5]=[C:6]([CH:10]=1)[C:7]([OH:9])=[O:8])(=[O:28])=[O:27] |f:1.2,5.6|. Procedure details: To a solution of 5-amino-3-ethylthio-4-phenoxybenzoic acid (1.16 g) in 1 N sodium hydroxide (4 ml), sodium nitrite (0.28 g) is added. The solution is added slowly to a mixture of acetic acid (10 ml) and concentrated hydrochloric acid (10 ml) while stirring and keeping the temperature of 2°-5°C. The resulting diazonium mixture is poured into acetic acid (20 ml), saturated with sulphur dioxide and containing copper chloride (0.2 g CuCl2, 2 H2O). The reaction mixture is allowed to reach room temper...